From a dataset of the Open Reaction Database (ORD), a public repository of structured organic reaction records. describe an organic reaction: reactants, conditions, products, and yield Starting materials: NC(COP(O)(O)=O)(CCC1=CC=C(C=C1)CCCCCCCC)CO (Phosphoric acid mono-[(R/S)-2-amino-2-hydroxymethyl-4-(4-octyl-phenyl)-butyl]ester), Cl (HCl), C(CN(CC(=O)O)CC(=O)O)N(CC(=O)O)CC(=O)O (EDTA), B(O)(O)O (boric acid). Run in C(C)O (ethanol). Conditions: time 1 hour. Yields the product OCC(COP(O)(O)=O)(CCC1=CC=C(C=C1)CCCCCCCC)N1C(C2=CC=CC=C2C1)=O (Phosphoric acid mono-[(R/S)-2-hydroxymethyl-4-(4-octyl-phenyl)-2-(1-oxo-1,3-dihydro-isoindol-2-yl)-butyl]ester). As a reaction SMILES: [NH2:1][C:2]([CH2:25][OH:26])([CH2:9][CH2:10][C:11]1[CH:16]=[CH:15][C:14]([CH2:17][CH2:18][CH2:19][CH2:20][CH2:21][CH2:22][CH2:23][CH3:24])=[CH:13][CH:12]=1)[CH2:3][O:4][P:5](=[O:8])([OH:7])[OH:6].C(N([CH2:43][C:44]([OH:46])=O)CC(O)=O)CN(CC(O)=O)CC(O)=O.B(O)(O)O.Cl>C(O)C>[OH:26][CH2:25][C:2]([N:1]1[CH2:12][C:11]2[C:43](=[CH:3][CH:2]=[CH:9][CH:10]=2)[C:44]1=[O:46])([CH2:9][CH2:10][C:11]1[CH:12]=[CH:13][C:14]([CH2:17][CH2:18][CH2:19][CH2:20][CH2:21][CH2:22][CH2:23][CH3:24])=[CH:15][CH:16]=1)[CH2:3][O:4][P:5](=[O:6])([OH:7])[OH:8]. Procedure: The endproduct of step d) ((R/S)-FTY720-phosphate) (50 mg; 0.125 mmol) is suspended in a solution of EDTA (0.5 ml; 10 mM in water) and aqueous boric acid (0.5 ml; 3% in water; adjusted to pH 10.5 with aqueous KOH10%). After addition of OPA (33 mg, 0.25 mmol), dissolved in ethanol (0.5 ml), the reaction is kept at RT for 1 hour (ultrasound). After that the pH is adjusted to 3.5 (aqueous HCl; 1N) and extracted with ethylacetate (three times). The organic layer is dried over Na2SO4 and the compound... Solvent: O1CCCC1 (tetrahydrofuran), C1CCOC1 (THF). Starting materials: C(C)(=O)C1=CC=CC=C1 (acetophenone), NaNH2, Cl (HCl), β-diketone, [NH2-].[Na+] (sodium amide), C(C1=CC=CC=C1)(=O)OCC (Ethyl benzoate), [Na] (sodium). Reaction SMILES: [C:1]([C:4]1[CH:9]=[CH:8][CH:7]=[CH:6][CH:5]=1)(=[O:3])[CH3:2].[C:10](OCC)(=[O:17])[C:11]1[CH:16]=[CH:15][CH:14]=[CH:13][CH:12]=1.Cl.[NH2-].[Na+].[Na]>O1CCCC1>[C:11]1([C:10](=[O:17])[CH2:2][C:1]([C:4]2[CH:9]=[CH:8][CH:7]=[CH:6][CH:5]=2)=[O:3])[CH:16]=[CH:15][CH:14]=[CH:13][CH:12]=1 |f:3.4,^1:23|. Procedure details: A THF solution of acetophenone (6.2 g) is added to a tetrahydrofuran suspension of NaNH2 (4.0 g). The mixture is stirred at room temperature for ten minutes. Ethyl benzoate (15.5 g) is then added to the mixture. A gelatinous precipitate forms over the course of 24 hours. The mixture is added to an aqueous solution of HCl to neutralize the sodium amide and the sodium salt of the β-diketone. The mixture is then extracted with chloroform. The organic layer is stripped on a rotary evaporator. 1,3-di... Yields the product C1(=CC=CC=C1)C(CC(=O)C1=CC=CC=C1)=O (1,3-diphenyl-1,3-propanedione).